This data is from the Open Reaction Database (ORD), a public repository of structured organic reaction records. The task is: describe an organic reaction: reactants, conditions, products, and yield Starting materials: NC1=C(C=CC=C1)CCO (2-(2-aminophenyl)ethanol), [OH-].[K+] (KOH). Conditions: temperature 200 celsius. Product: C(=C)C1=C(N)C=CC=C1 (2-vinylaniline). Yield: 48.4%. RXN SMILES: [NH2:1][C:2]1[CH:7]=[CH:6][CH:5]=[CH:4][C:3]=1[CH2:8][CH2:9]O.[OH-].[K+]>>[CH:8]([C:3]1[CH:4]=[CH:5][CH:6]=[CH:7][C:2]=1[NH2:1])=[CH2:9] |f:1.2|. Procedure details: A mixture of 2-(2-aminophenyl)ethanol (5 g, 36.4 mmol) and KOH (2.0 g, 36.4 mmol) was heated to 200° C. for 4 h. After cooling, the mixture was distilled under vacuum to yield 2.1 g of product. The reactants are COC(=O)C1=CC=C2C=C(NC2=C1)C (6-(Methoxycarbonyl)-2-methylindole), ClC1=C(CCl)C=CC(=C1)Cl (2,4-dichlorobenzyl chloride). Reagents/catalysts: [Ag-]=O (silver(I) oxide). Solvent: O1CCOCC1 (1,4-dioxane). Run at temperature 90 celsius. Yields the product ClC1=C(CC2=C(NC3=CC(=CC=C23)C(=O)OC)C)C=CC(=C1)Cl (3-(2,4-dichlorobenzyl)-6-(methoxycarbonyl)-2-methylindole). Yield: 20.6%. Reaction SMILES: [CH3:1][O:2][C:3]([C:5]1[CH:13]=[C:12]2[C:8]([CH:9]=[C:10]([CH3:14])[NH:11]2)=[CH:7][CH:6]=1)=[O:4].[Cl:15][C:16]1[CH:23]=[C:22]([Cl:24])[CH:21]=[CH:20][C:17]=1[CH2:18]Cl>O1CCOCC1.[Ag-]=O>[Cl:15][C:16]1[CH:23]=[C:22]([Cl:24])[CH:21]=[CH:20][C:17]=1[CH2:18][C:9]1[C:8]2[C:12](=[CH:13][C:5]([C:3]([O:2][CH3:1])=[O:4])=[CH:6][CH:7]=2)[NH:11][C:10]=1[CH3:14]. Procedure: 6-(Methoxycarbonyl)-2-methylindole (3.03 g), 2,4-dichlorobenzyl chloride (4.69 g) and silver(I) oxide (5.56 g) are suspended in 1,4-dioxane (50 ml), and stirred under heat at 90° C. for 19.5 hours. The solid is separated through filtration, and the filtrate is concentrated. The resulting residue is purified through silica gel column chromatography to obtain 3-(2,4-dichlorobenzyl)-6-(methoxycarbonyl)-2-methylindole (58) (1.15 g). Reactants: C(C1=CC=CC=C1)N1CC(C(C1)CO)CO ((1-benzyl-4-hydroxymethyl-pyrrolidin-3-yl)-methanol), O.C1(=CC=C(C=C1)S(=O)(=O)O)C (p-toluenesulfonic acid monohydrate), [OH-].[Na+] (NaOH). The solvent is C1(=CC=CC=C1)C (toluene). Product: C(C1=CC=CC=C1)N1CC2C(C1)COC2 (5-Benzyl-hexahydro-furo[3,4-c]pyrrole). The yield is 80.1%. As a reaction SMILES: [CH2:1]([N:8]1[CH2:12][CH:11]([CH2:13]O)[CH:10]([CH2:15][OH:16])[CH2:9]1)[C:2]1[CH:7]=[CH:6][CH:5]=[CH:4][CH:3]=1.O.C1(C)C=CC(S(O)(=O)=O)=CC=1.[OH-].[Na+]>C1(C)C=CC=CC=1>[CH2:1]([N:8]1[CH2:9][CH:10]2[CH2:15][O:16][CH2:13][CH:11]2[CH2:12]1)[C:2]1[CH:3]=[CH:4][CH:5]=[CH:6][CH:7]=1 |f:1.2,3.4|. Procedure: A solution of (1-benzyl-4-hydroxymethyl-pyrrolidin-3-yl)-methanol (7.89 g, 31.2 mmol) and p-toluenesulfonic acid monohydrate (7.12 g, 37.4 mmol) in toluene (150 mL) was heated under a Dean Stark trap (120° C., 20 h). The reaction mixture was cooled (rt) and treated with 1 N NaOH (50 mL). The aqueous phase was extracted with methyl tert-butyl ether (3×50 mL). The combined organic layers were dried, filtered and concentrated in vacuo. The resulting residue was purified by silica gel column chromat...